Task: describe an organic reaction: reactants, conditions, products, and yield. Dataset: the Open Reaction Database (ORD), a public repository of structured organic reaction records Starting materials: NNC(=O)c1ccccc1C(=O)NN, COc1cc(C)c(S(=O)(=O)N(Cc2ccc3c(c2)OCO3)C(CN2C(=O)c3ccccc3C2=O)C(=O)OC(C)(C)C)c(C)c1, ClCCl, CO, NN, O. Yields the product COc1cc(C)c(S(=O)(=O)N(Cc2ccc3c(c2)OCO3)C(CN)C(=O)OC(C)(C)C)c(C)c1. Reaction SMILES: [C:48]([NH:49][NH2:50])(=[O:51])[c:52]1[c:53]([C:58]([NH:59][NH2:60])=[O:61])[cH:54][cH:55][cH:56][cH:57]1.[CH2:1]1[O:2][c:3]2[cH:4][c:5]([CH2:6][N:7]([CH:8]([C:9](=[O:10])[O:11][C:12]([CH3:13])([CH3:14])[CH3:15])[CH2:16][N:17]3[C:18](=[O:19])[c:20]4[cH:21][cH:22][cH:23][cH:24][c:25]4[C:26]3=[O:27])[S:28](=[O:29])(=[O:30])[c:31]3[c:32]([CH3:40])[cH:33][c:34]([O:38][CH3:39])[cH:35][c:36]3[CH3:37])[cH:41][cH:42][c:43]2[O:44]1.[CH2:64]([Cl:65])[Cl:66].[CH3:62][OH:63].[NH2:46][NH2:47].[OH2:45]>>[CH2:1]1[O:2][c:3]2[cH:4][c:5]([CH2:6][N:7]([CH:8]([C:9](=[O:10])[O:11][C:12]([CH3:13])([CH3:14])[CH3:15])[CH2:16][NH2:17])[S:28](=[O:29])(=[O:30])[c:31]3[c:32]([CH3:40])[cH:33][c:34]([O:38][CH3:39])[cH:35][c:36]3[CH3:37])[cH:41][cH:42][c:43]2[O:44]1.